This data is from the Open Reaction Database (ORD), a public repository of structured organic reaction records. The task is: describe an organic reaction: reactants, conditions, products, and yield Reactants: O1[C@H](COC2=C1C=CC=C2)C(=O)O ((R)-2,3-Dihydro-benzo[1,4]dioxine-2-carboxylic acid), [H-].[H-].[H-].[H-].[Li+].[Al+3] (LiAlH4). Run in C1CCOC1 (THF). Yields the product O1[C@H](COC2=C1C=CC=C2)CO ((S)-1-(2,3-Dihydro-benzo[1,4]dioxin-2-yl)-methanol). As a reaction SMILES: [O:1]1[C:6]2[CH:7]=[CH:8][CH:9]=[CH:10][C:5]=2[O:4][CH2:3][C@@H:2]1[C:11](O)=[O:12].[H-].[H-].[H-].[H-].[Li+].[Al+3]>C1COCC1>[O:1]1[C:6]2[CH:7]=[CH:8][CH:9]=[CH:10][C:5]=2[O:4][CH2:3][C@@H:2]1[CH2:11][OH:12] |f:1.2.3.4.5.6|. Procedure: (R)-2,3-Dihydro-benzo[1,4]dioxine-2-carboxylic acid (27.9 mmol, 5.02 g) was dissolved in dry THF (30 ml). LiAlH4 (56.9 mmol, 2.16 g) was added. The mixture was refluxed for 70 minutes. After cooling, the reaction was quenched with water and 1 M NaOH. The mixture was filtrated through Celite and evaporated to dryness. This gave 4.3 g of the title compound. The reactants are CCOC(C)=O, CN1C(=O)N(c2c(Cl)cccc2Cl)Cc2cnc(S(C)(=O)=O)nc21, Cl, NCc1ccccc1. The product is CN1C(=O)N(c2c(Cl)cccc2Cl)Cc2cnc(NCc3ccccc3)nc21. As a reaction SMILES: [CH3:34][CH2:35][O:36][C:37](=[O:38])[CH3:39].[Cl:1][c:2]1[c:3]([N:9]2[C:10](=[O:24])[N:11]([CH3:23])[c:12]3[n:13][c:14]([S:19]([CH3:20])(=[O:21])=[O:22])[n:15][cH:16][c:17]3[CH2:18]2)[c:4]([Cl:8])[cH:5][cH:6][cH:7]1.[ClH:33].[NH2:25][CH2:26][c:27]1[cH:28][cH:29][cH:30][cH:31][cH:32]1>>[Cl:1][c:2]1[c:3]([N:9]2[C:10](=[O:24])[N:11]([CH3:23])[c:12]3[n:13][c:14]([NH:25][CH2:26][c:27]4[cH:28][cH:29][cH:30][cH:31][cH:32]4)[n:15][cH:16][c:17]3[CH2:18]2)[c:4]([Cl:8])[cH:5][cH:6][cH:7]1. The reactants are Cc1ccc(S(=O)(=O)OCC2Cc3cccc(C=Cc4ccccc4)c3O2)cc1, Cl, [N-]=[N+]=[N-], [Na+], [N-]=[N+]=NCC1Cc2cccc(C=Cc3ccccc3)c2O1, c1ccc(P(c2ccccc2)c2ccccc2)cc1. The product is NCC1Cc2cccc(C=Cc3ccccc3)c2O1. As a reaction SMILES: [CH3:1][c:2]1[cH:3][cH:4][c:5]([S:6]([O:7][CH2:8][CH:9]2[CH2:10][c:11]3[cH:12][cH:13][cH:14][c:15]([CH:16]=[CH:17][c:18]4[cH:19][cH:20][cH:21][cH:22][cH:23]4)[c:24]3[O:25]2)(=[O:26])=[O:27])[cH:28][cH:29]1.[ClH:74].[N-:31]=[N+:32]=[N-:33].[Na+:30].[c:34]1([CH:40]=[CH:41][c:42]2[cH:43][cH:44][cH:45][c:46]3[c:50]2[O:49][CH:48]([CH2:51][N:52]=[N+:53]=[N-:54])[CH2:47]3)[cH:35][cH:36][cH:37][cH:38][cH:39]1.[c:55]1([P:56]([c:57]2[cH:58][cH:59][cH:60][cH:61][cH:62]2)[c:63]2[cH:64][cH:65][cH:66][cH:67][cH:68]2)[cH:69][cH:70][cH:71][cH:72][cH:73]1>>[c:34]1([CH:40]=[CH:41][c:42]2[cH:43][cH:44][cH:45][c:46]3[c:50]2[O:49][CH:48]([CH2:51][NH2:52])[CH2:47]3)[cH:35][cH:36][cH:37][cH:38][cH:39]1. Starting materials: azides, ClCCCS(=O)(=O)OCC([C@H](C(=O)OCC(N(C)C)=O)OCC1=CC=CC=C1)(C)C ((N,N-Dimethylcarbamoyl)methyl (2R)-4-[(3-chloropropyl)sulfonyloxy]-3,3-dimethyl-2-(phenylmethoxy)butanoate), [N-]=[N+]=[N-].[Na+] (sodium azide). The solvent is CS(=O)C (dimethyl sulfoxide). The product is N(=[N+]=[N-])CCCS(=O)(=O)OCC([C@H](C(=O)OCC(N(C)C)=O)OCC1=CC=CC=C1)(C)C ((N,N-Dimethylcarbamoyl)methyl (2R)-4-[(3-azidopropyl)sulfonyloxy]-3,3-dimethyl-2-(phenylmethoxy)butanoate). Isolated yield 90.9%. RXN SMILES: Cl[CH2:2][CH2:3][CH2:4][S:5]([O:8][CH2:9][C:10]([CH3:30])([CH3:29])[C@@H:11]([O:21][CH2:22][C:23]1[CH:28]=[CH:27][CH:26]=[CH:25][CH:24]=1)[C:12]([O:14][CH2:15][C:16](=[O:20])[N:17]([CH3:19])[CH3:18])=[O:13])(=[O:7])=[O:6].[N-:31]=[N+:32]=[N-:33].[Na+]>CS(C)=O>[N:31]([CH2:2][CH2:3][CH2:4][S:5]([O:8][CH2:9][C:10]([CH3:30])([CH3:29])[C@@H:11]([O:21][CH2:22][C:23]1[CH:28]=[CH:27][CH:26]=[CH:25][CH:24]=1)[C:12]([O:14][CH2:15][C:16](=[O:20])[N:17]([CH3:19])[CH3:18])=[O:13])(=[O:7])=[O:6])=[N+:32]=[N-:33] |f:1.2|. Procedure: Following the general procedure for the preparation of azides of Description 16, (N,N-dimethylcarbamoyl)methyl (2R)-4-[(3-chloropropyl)sulfonyloxy]-3,3-dimethyl-2-(phenylmethoxy)butanoate (36c) (200 mg, 0.43 mmol) dissolved in 3 mL of anhydrous dimethyl sulfoxide (DMSO) was reacted with 130 mg (2.0 mmol) of sodium azide (NaN3). After work-up, the crude material (36d) 184 mg (91% yield) was obtained as a colorless viscous oil that was used in the next step without further purification. MS (ESI) m... The reactants are CC(=O)OO, CC(=O)O, Cc1ccc2ncccc2c1C(=O)NCC1CCCCC1, O=P(Cl)(Cl)Cl. The product is Cc1ccc2nc(Cl)ccc2c1C(=O)NCC1CCCCC1. As a reaction SMILES: [C:22]([O:23][OH:24])(=[O:25])[CH3:26].[CH3:32][C:33](=[O:34])[OH:35].[CH:1]1([CH2:7][NH:8][C:9](=[O:10])[c:11]2[c:12]3[cH:13][cH:14][cH:15][n:16][c:17]3[cH:18][cH:19][c:20]2[CH3:21])[CH2:2][CH2:3][CH2:4][CH2:5][CH2:6]1.[P:27]([Cl:28])([Cl:29])([Cl:30])=[O:31]>>[CH:1]1([CH2:7][NH:8][C:9](=[O:10])[c:11]2[c:12]3[cH:13][cH:14][c:15]([Cl:29])[n:16][c:17]3[cH:18][cH:19][c:20]2[CH3:21])[CH2:2][CH2:3][CH2:4][CH2:5][CH2:6]1.